This data is from the Open Reaction Database (ORD), a public repository of structured organic reaction records. The task is: describe an organic reaction: reactants, conditions, products, and yield The reactants are C(C)OC(=O)C1CCC(CC1)N1C2=C([C@H](CCC1)N(C=1N=NN(N1)C)CC1=CC(=CC(=C1)C(F)(F)F)C(F)(F)F)C=C(C(=C2)C(F)(F)F)C ((S)-4-{5-[(3,5-Bis-trifluoromethyl-benzyl)-(2-methyl-2H-tetrazol-5-yl)-amino]-7-methyl-8-trifluoromethyl-2,3,4,5-tetrahydro-benzo[b]azepin-1-yl}-cyclohexanecarboxylic acid ethyl ester), [OH-].[Na+] (sodium hydroxide), Cl (HCl). Solvent: O (water), CO (methanol). Conditions: temperature 60 celsius. Product: FC(C=1C=C(CN([C@@H]2C3=C(N(CCC2)C2CCC(CC2)C(=O)O)C=C(C(=C3)C)C(F)(F)F)C=3N=NN(N3)C)C=C(C1)C(F)(F)F)(F)F ((S)-4-{5-[(3,5-Bis-trifluoromethyl-benzyl)-(2-methyl-2H-tetrazol-5-yl)-amino]-7-methyl-8-trifluoromethyl-2,3,4,5-tetrahydro-benzo[b]azepin-1-yl}-cyclohexanecarboxylic acid). RXN SMILES: C([O:3][C:4]([CH:6]1[CH2:11][CH2:10][CH:9]([N:12]2[CH2:18][CH2:17][CH2:16][C@H:15]([N:19]([CH2:26][C:27]3[CH:32]=[C:31]([C:33]([F:36])([F:35])[F:34])[CH:30]=[C:29]([C:37]([F:40])([F:39])[F:38])[CH:28]=3)[C:20]3[N:21]=[N:22][N:23]([CH3:25])[N:24]=3)[C:14]3[CH:41]=[C:42]([CH3:49])[C:43]([C:45]([F:48])([F:47])[F:46])=[CH:44][C:13]2=3)[CH2:8][CH2:7]1)=[O:5])C.[OH-].[Na+].Cl>CO.O>[F:35][C:33]([F:34])([F:36])[C:31]1[CH:32]=[C:27]([CH:28]=[C:29]([C:37]([F:40])([F:38])[F:39])[CH:30]=1)[CH2:26][N:19]([C:20]1[N:21]=[N:22][N:23]([CH3:25])[N:24]=1)[C@H:15]1[CH2:16][CH2:17][CH2:18][N:12]([CH:9]2[CH2:10][CH2:11][CH:6]([C:4]([OH:5])=[O:3])[CH2:7][CH2:8]2)[C:13]2[CH:44]=[C:43]([C:45]([F:46])([F:47])[F:48])[C:42]([CH3:49])=[CH:41][C:14]1=2 |f:1.2|. Reported procedure: To a solution of (S)-4-{5-[(3,5-Bis-trifluoromethyl-benzyl)-(2-methyl-2H-tetrazol-5-yl)-amino]-7-methyl-8-trifluoromethyl-2,3,4,5-tetrahydro-benzo[b]azepin-1-yl}-cyclohexanecarboxylic acid ethyl ester (0.14 mmol) in methanol (5 mL), add 5N sodium hydroxide (14 mmol). After heating the mixture at 60° C. for 2 h, cool to room temperature and dilute with water (20 mL). Neutralize the mixture using 5M HCl and extract the organics using ethyl actate (3×5 mL). Dry the combined organics over sodium sul...